This data is from the Open Reaction Database (ORD), a public repository of structured organic reaction records. The task is: describe an organic reaction: reactants, conditions, products, and yield The reactants are C(C)OP(=O)(OCC)\C=C/CCON1C2=NC=NC(=C2N=C1)N ((Z)-9-[4-(diethoxyphosphoryl)-but-3-enyloxy]adenine), Br[Si](C)(C)C (bromotrimethylsilane). Solvent: ClCCl (dichlormethane). Run at time 18 hour. The product is P(=O)(O)(O)\C=C/CCON1C2=NC=NC(=C2N=C1)N ((Z)-9-(4-phosphonobut-3-enyloxy]adenine). The yield is 80.9%. RXN SMILES: C([O:3][P:4](/[CH:9]=[CH:10]\[CH2:11][CH2:12][O:13][N:14]1[CH:22]=[N:21][C:20]2[C:15]1=[N:16][CH:17]=[N:18][C:19]=2[NH2:23])([O:6]CC)=[O:5])C.Br[Si](C)(C)C>ClCCl>[P:4](/[CH:9]=[CH:10]\[CH2:11][CH2:12][O:13][N:14]1[CH:22]=[N:21][C:20]2[C:15]1=[N:16][CH:17]=[N:18][C:19]=2[NH2:23])([OH:5])([OH:6])=[O:3]. Reported procedure: To a solution of (Z)-9-[4-(diethoxyphosphoryl)-but-3-enyloxy]adenine (145 mg, 425 μmol) in dichlormethane (10 ml) was added bromotrimethylsilane (1.29 g, 8.48 mmol) and the resulting solution was stirred at room temperature under dry nitrogen for 18 hr. The solvent was removed and the residue was azeotroped with methanol (×5). The residue was purified by column chromatography on reverse phase silica gel eluting with water to give (Z)-9-(4-phosphonobut-3-enyloxy]adenine as a white solid (98 mg, 8...